Dataset: the Open Reaction Database (ORD), a public repository of structured organic reaction records. Task: describe an organic reaction: reactants, conditions, products, and yield The reactants are O=C([O-])[O-], O=C(C=Cc1ccccc1)C=Cc1ccccc1, CC(C)c1cc(C(C)C)c(-c2ccccc2P(C2CCCCC2)C2CCCCC2)c(C(C)C)c1, O=C(C=Cc1ccccc1)C=Cc1ccccc1, O=C(C=Cc1ccccc1)C=Cc1ccccc1, COc1cc(Cl)nc(SCc2cccc(F)c2F)n1, [Cs+], [Cs+], NS(=O)(=O)N1CCC(N2CCCC2)CC1, [Pd], [Pd]. Yields the product COc1cc(NS(=O)(=O)N2CCC(N3CCCC3)CC2)nc(SCc2cccc(F)c2F)n1. Reaction SMILES: [C:54](=[O:55])([O-:56])[O-:57].[CH:113](=[CH:114][C:115]([CH:116]=[CH:117][c:118]1[cH:119][cH:120][cH:121][cH:122][cH:123]1)=[O:124])[c:125]1[cH:126][cH:127][cH:128][cH:129][cH:130]1.[CH:20]1([P:21]([CH:22]2[CH2:23][CH2:24][CH2:25][CH2:26][CH2:27]2)[c:28]2[cH:29][cH:30][cH:31][cH:32][c:33]2-[c:34]2[c:35]([CH:36]([CH3:37])[CH3:38])[cH:39][c:40]([CH:41]([CH3:42])[CH3:43])[cH:44][c:45]2[CH:46]([CH3:47])[CH3:48])[CH2:49][CH2:50][CH2:51][CH2:52][CH2:53]1.[CH:77](=[CH:78][C:79]([CH:80]=[CH:81][c:82]1[cH:83][cH:84][cH:85][cH:86][cH:87]1)=[O:88])[c:89]1[cH:90][cH:91][cH:92][cH:93][cH:94]1.[CH:95](=[CH:96][C:97]([CH:98]=[CH:99][c:100]1[cH:101][cH:102][cH:103][cH:104][cH:105]1)=[O:106])[c:107]1[cH:108][cH:109][cH:110][cH:111][cH:112]1.[Cl:1][c:2]1[n:3][c:4]([S:10][CH2:11][c:12]2[c:13]([F:19])[c:14]([F:18])[cH:15][cH:16][cH:17]2)[n:5][c:6]([O:8][CH3:9])[cH:7]1.[Cs+:58].[Cs+:59].[N:60]1([CH:65]2[CH2:66][CH2:67][N:68]([S:71](=[O:72])(=[O:73])[NH2:74])[CH2:69][CH2:70]2)[CH2:61][CH2:62][CH2:63][CH2:64]1.[Pd:75].[Pd:76]>>[c:2]1([NH:74][S:71]([N:68]2[CH2:67][CH2:66][CH:65]([N:60]3[CH2:61][CH2:62][CH2:63][CH2:64]3)[CH2:70][CH2:69]2)(=[O:72])=[O:73])[n:3][c:4]([S:10][CH2:11][c:12]2[c:13]([F:19])[c:14]([F:18])[cH:15][cH:16][cH:17]2)[n:5][c:6]([O:8][CH3:9])[cH:7]1. Reactants: 142D, CN(C)C=O (DMF), N1(CCCCC1)C1=CC=C(C=C1)/C(=C/C(=O)O)/C ((2E)-3-[4-(1-piperidinyl)phenyl]-2-butenoic acid), N (NH3). The product is C1=NC=CC2=C(C=CC=C12)NC(\C=C(/C)\C1=CC=C(C=C1)N1CCCCC1)=O ((2E)-N-5-isoquinolinyl-3-[4-(1-piperidinyl)phenyl]-2-butenamide). Procedure: The title compound was prepared using the procedure described in 142D using the product from Example 147A instead of the product from Example 142C. 1H NMR (300 MHz, d6-DMSO) 10.50 (s, 1H), 9.82 (s, 1H), 8.71 (d, 1H), 8.58 (d, 1H), 8.47 (d, 1H), 8.26 (d, 1H), 7.95 (m, 2H), 7.62 (m, 2H), 6.80 (s, 1H), 3.20 (m, 4H), 2.58 (s, 3H), 1.90-1.56 (m, 6H); MS (DCI/NH3) m/e 372 (M+H)+; Anal. Calcd. For C24H25N3O.2.0HCl.2.0H2O.0.3 DMF: C, 59.24; H, 6.69; N, 9.27. Found: C, 59.44; H, 6.83; N, 9.24. As a reaction SMILES: [N:1]1([C:7]2[CH:12]=[CH:11][C:10](/[C:13](/[CH3:18])=[CH:14]/[C:15]([OH:17])=O)=[CH:9][CH:8]=2)[CH2:6][CH2:5][CH2:4][CH2:3][CH2:2]1.[NH3:19].[CH3:20][N:21]([CH:23]=O)C>>[CH:20]1[C:11]2[C:10](=[C:9]([NH:19][C:15](=[O:17])/[CH:14]=[C:13](/[C:10]3[CH:9]=[CH:8][C:7]([N:1]4[CH2:2][CH2:3][CH2:4][CH2:5][CH2:6]4)=[CH:12][CH:11]=3)\[CH3:18])[CH:8]=[CH:7][CH:12]=2)[CH:13]=[CH:23][N:21]=1. The reactants are C(#N)C1=CC=C(CN)C=C1 (p-cyanobenzylamine), C1N2CN3CN1CN(C2)C3 (hexamethylenetetramine), O (water), C(C)(=O)O (acetic acid). The solvent is C1(=CC=CC=C1)C (toluene). Yields the product C(#N)C1=CC=C(C=O)C=C1 (p-cyanobenzaldehyde). Isolated yield 60.0%. Reaction SMILES: [C:1]([C:3]1[CH:10]=[CH:9][C:6]([CH2:7]N)=[CH:5][CH:4]=1)#[N:2].C1N2CN3CN(C2)CN1C3.O.C(O)(=[O:24])C>C1(C)C=CC=CC=1>[C:1]([C:3]1[CH:10]=[CH:9][C:6]([CH:7]=[O:24])=[CH:5][CH:4]=1)#[N:2]. Procedure details: 7.9 g of p-cyanobenzylamine, 8.4 g of hexamethylenetetramine, 40 ml of water, 20 ml of acetic acid and 50 ml of toluene were mixed and reacted at 90° C. for 2 hours while stirring. The reaction solution was cooled to room temperature and the toluene layer was separated, washed with water and concentrated until crystals were precipitated. The concentrated toluene solvent was placed in water, the toluene was removed by azeotropic distillation, and the residue was cooled to room temperature. The cr... Reactants: C[Si](C)(C)[N-][Si](C)(C)C.[Li+].O1CCCC1 (lithium bis(trimethylsilyl)amide tetrahydrofuran), ClC=1C(=NN2C1C(=CC=C2OC)C(CC)=O)CC (3-chloro-2-ethyl-7-methoxy-4-propionyl-pyrazolo[1,5-a]pyridine), BrCC(=O)OC(C)(C)C (t-butyl bromoacetate). Solvent: O1CCCC1 (tetrahydrofuran). Reaction conditions: time 7 hour. The product is ClC=1C(=NN2C1C(=CC=C2OC)C(C(CC(=O)OC(C)(C)C)C)=O)CC (t-butyl 4-(3-chloro-2-ethyl-7-methoxy-pyrazolo[1,5-a]pyridine-4-yl)-3-methyl-4-oxobutyrate). Reaction SMILES: [Cl:1][C:2]1[C:3]([CH2:17][CH3:18])=[N:4][N:5]2[C:10]([O:11][CH3:12])=[CH:9][CH:8]=[C:7]([C:13](=[O:16])[CH2:14][CH3:15])[C:6]=12.C[Si]([N-][Si](C)(C)C)(C)C.[Li+].O1CCCC1.Br[CH2:35][C:36]([O:38][C:39]([CH3:42])([CH3:41])[CH3:40])=[O:37]>O1CCCC1>[Cl:1][C:2]1[C:3]([CH2:17][CH3:18])=[N:4][N:5]2[C:10]([O:11][CH3:12])=[CH:9][CH:8]=[C:7]([C:13](=[O:16])[CH:14]([CH3:15])[CH2:35][C:36]([O:38][C:39]([CH3:42])([CH3:41])[CH3:40])=[O:37])[C:6]=12 |f:1.2.3|. Reported procedure: The compound of Example 145 (280 mg) was dissolved in tetrahydrofuran (12 mL) in an argon atmosphere. While the solution was kept at −78° C., 1 mol/L lithium bis(trimethylsilyl)amide/tetrahydrofuran solution (1.23 mL) was added and the mixture was stirred at −78° C. to room temperature for 30 min. t-butyl bromoacetate (181.6 μL) was then added at −78° C. and the mixture was stirred at room temperature for 7 hours. Subsequently, the reaction was terminated by adding a saturated aqueous solution o... Starting materials: Cc1c(C(=O)Cl)cnn1-c1ccc(Cl)cc1, COCCN1CCN(c2ccc(N)cc2C#N)CC1. Yields the product COCCN1CCN(c2ccc(NC(=O)c3cnn(-c4ccc(Cl)cc4)c3C)cc2C#N)CC1. RXN SMILES: [Cl:1][c:2]1[cH:3][cH:4][c:5](-[n:8]2[n:9][cH:10][c:11]([C:14](=[O:15])[Cl:16])[c:12]2[CH3:13])[cH:6][cH:7]1.[NH2:17][c:18]1[cH:19][cH:20][c:21]([N:26]2[CH2:27][CH2:28][N:29]([CH2:32][CH2:33][O:34][CH3:35])[CH2:30][CH2:31]2)[c:22]([C:23]#[N:24])[cH:25]1>>[Cl:1][c:2]1[cH:3][cH:4][c:5](-[n:8]2[n:9][cH:10][c:11]([C:14](=[O:15])[NH:17][c:18]3[cH:19][cH:20][c:21]([N:26]4[CH2:27][CH2:28][N:29]([CH2:32][CH2:33][O:34][CH3:35])[CH2:30][CH2:31]4)[c:22]([C:23]#[N:24])[cH:25]3)[c:12]2[CH3:13])[cH:6][cH:7]1.